This data is from the Open Reaction Database (ORD), a public repository of structured organic reaction records. The task is: describe an organic reaction: reactants, conditions, products, and yield The reactants are B (borane), [OH-].[Na+] (NaOH), BrC1=C(C=CC(=C1)C(C)C)N(C1=NC(=CC(=N1)C)C(=O)N1CCOCC1)CC (N-(2-bromo-4-(1-methylethyl)phenyl)-N-ethyl-4-methyl-6-(4-morpholinylcarbonyl)-2-pyrimidinamine), C(C)(=O)O (acetic acid). Run in C1CCOC1 (THF), CCOC(=O)C (EtOAc), C1CCOC1 (THF). Run at time 20 hour. Yields the product BrC1=C(C=CC(=C1)C(C)C)N(C1=NC(=CC(=N1)CN1CCOCC1)C)CC (N-(2-bromo-4-(1-methylethyl)phenyl)-N-ethyl-6-methyl-4-(4-morpholinylmethyl)-2-pyrmidinamine). Isolated yield 40.2%. Reaction SMILES: [Br:1][C:2]1[CH:7]=[C:6]([CH:8]([CH3:10])[CH3:9])[CH:5]=[CH:4][C:3]=1[N:11]([CH2:27][CH3:28])[C:12]1[N:17]=[C:16]([CH3:18])[CH:15]=[C:14]([C:19]([N:21]2[CH2:26][CH2:25][O:24][CH2:23][CH2:22]2)=O)[N:13]=1.B.C(O)(=O)C.[OH-].[Na+]>C1COCC1.CCOC(C)=O>[Br:1][C:2]1[CH:7]=[C:6]([CH:8]([CH3:10])[CH3:9])[CH:5]=[CH:4][C:3]=1[N:11]([CH2:27][CH3:28])[C:12]1[N:13]=[C:14]([CH2:19][N:21]2[CH2:22][CH2:23][O:24][CH2:25][CH2:26]2)[CH:15]=[C:16]([CH3:18])[N:17]=1 |f:3.4|. Procedure: A solution of N-(2-bromo-4-(1-methylethyl)phenyl)-N-ethyl-4-methyl-6-(4-morpholinylcarbonyl)-2-pyrimidinamine (750 mg, 1.72 mmol) in anhydrous THF (1.4 mL) was stirred at ambient temperature under a nitrogen atmosphere. A solution of borane in THF (1 M, 3.6 mL, 3.6 mmol) was added dropaise. The reaction mixture was then warmed to reflux temperature and stirred for 20 hours. After cooling to room temperature, acetic acid (3.5 mL) was added slowly and the mixture was heated to reflux temperature a...